From a dataset of the Open Reaction Database (ORD), a public repository of structured organic reaction records. describe an organic reaction: reactants, conditions, products, and yield Starting materials: OC1=NCCCCC1, COC, CC(=O)O, NNc1cccc(Cl)c1. The product is Clc1cccc(NN=C2CCCCCN2)c1. Reaction SMILES: [C:4]1([OH:11])=[N:10][CH2:9][CH2:8][CH2:7][CH2:6][CH2:5]1.[CH3:1][O:2][CH3:3].[CH3:21][C:22](=[O:23])[OH:24].[Cl:12][c:13]1[cH:14][c:15]([NH:19][NH2:20])[cH:16][cH:17][cH:18]1>>[C:4]1(=[N:20][NH:19][c:15]2[cH:14][c:13]([Cl:12])[cH:18][cH:17][cH:16]2)[CH2:5][CH2:6][CH2:7][CH2:8][CH2:9][NH:10]1.